Dataset: the Open Reaction Database (ORD), a public repository of structured organic reaction records. Task: describe an organic reaction: reactants, conditions, products, and yield Starting materials: CCOC(=O)CBr, [H-], O=[N+]([O-])c1ccccc1CO, [Na+], CN(C)C=O. The product is CCOC(=O)COCc1ccccc1[N+](=O)[O-]. As a reaction SMILES: [Br:12][CH2:13][C:14](=[O:15])[O:16][CH2:17][CH3:18].[H-:19].[N+:1](=[O:2])([O-:3])[c:4]1[c:5]([CH2:6][OH:7])[cH:8][cH:9][cH:10][cH:11]1.[Na+:20].[O:21]=[CH:22][N:23]([CH3:24])[CH3:25]>>[N+:1](=[O:2])([O-:3])[c:4]1[c:5]([CH2:6][O:7][CH2:13][C:14](=[O:15])[O:16][CH2:17][CH3:18])[cH:8][cH:9][cH:10][cH:11]1. The reactants are BrC=1C=CC=2N=C(N=CC2N1)OC (6-bromo-2-methoxypyrido[3,2-d]pyrimidine), CC(C)C1=CC(=C(C(=C1)C(C)C)C2=C(C=CC=C2)P(C3CCCCC3)C4CCCCC4)C(C)C (X-Phos), NC=1SC(=CC1C(=O)N)C1=CC=C(C=C1)C(C)(C)O (2-amino-5-[4-(1-hydroxy-1-methylethyl)phenyl]thiophene-3-carboxamide), C([O-])([O-])=O.[K+].[K+] (potassium carbonate). The reagents and catalysts are C=1C=CC(=CC1)/C=C/C(=O)/C=C/C2=CC=CC=C2.C=1C=CC(=CC1)/C=C/C(=O)/C=C/C2=CC=CC=C2.C=1C=CC(=CC1)/C=C/C(=O)/C=C/C2=CC=CC=C2.[Pd].[Pd] (tris(dibenzylideneacetone)dipalladium). Product: OC(C)(C)C1=CC=C(C=C1)C1=CC(=C(S1)NC=1C=CC=2N=C(N=CC2N1)OC)C(=O)N (5-[4-(1-Hydroxy-1-methylethyl)phenyl]-2-[(2-methoxypyrido[3,2-d]pyrimidin-6-yl)amino]thiophene-3-carboxamide). RXN SMILES: Br[C:2]1[CH:3]=[CH:4][C:5]2[N:6]=[C:7]([O:12][CH3:13])[N:8]=[CH:9][C:10]=2[N:11]=1.[NH2:14][C:15]1[S:16][C:17]([C:23]2[CH:28]=[CH:27][C:26]([C:29]([OH:32])([CH3:31])[CH3:30])=[CH:25][CH:24]=2)=[CH:18][C:19]=1[C:20]([NH2:22])=[O:21].C(=O)([O-])[O-].[K+].[K+].CC(C1C=C(C(C)C)C(C2C=CC=CC=2P(C2CCCCC2)C2CCCCC2)=C(C(C)C)C=1)C>C1C=CC(/C=C/C(/C=C/C2C=CC=CC=2)=O)=CC=1.C1C=CC(/C=C/C(/C=C/C2C=CC=CC=2)=O)=CC=1.C1C=CC(/C=C/C(/C=C/C2C=CC=CC=2)=O)=CC=1.[Pd].[Pd]>[OH:32][C:29]([C:26]1[CH:25]=[CH:24][C:23]([C:17]2[S:16][C:15]([NH:14][C:2]3[CH:3]=[CH:4][C:5]4[N:6]=[C:7]([O:12][CH3:13])[N:8]=[CH:9][C:10]=4[N:11]=3)=[C:19]([C:20]([NH2:22])=[O:21])[CH:18]=2)=[CH:28][CH:27]=1)([CH3:31])[CH3:30] |f:2.3.4,6.7.8.9.10|. Procedure: The title compound was prepared according to the general procedure in Example 30 (Method B) using 6-bromo-2-methoxypyrido[3,2-d]pyrimidine (48 mg, 0.20 mmol), 2-amino-5-[4-(1-hydroxy-1-methylethyl)phenyl]thiophene-3-carboxamide (50 mg, 0.20 mmol), potassium carbonate (31 mg, 0.22 mmol), X-Phos (49 mg, 0.10 mmol), and tris(dibenzylideneacetone)dipalladium (16 mg, 0.02 mmol) as the starting materials.